Dataset: the Open Reaction Database (ORD), a public repository of structured organic reaction records. Task: describe an organic reaction: reactants, conditions, products, and yield Starting materials: [H-].[Na+] (sodium hydride), oil, C1(=CC=C(C=C1)C(=O)C1=CC=CC=C1)C1=CC=CC=C1 ((1,1′-biphenyl)-4-ylphenylmethanone), Cl (HCl), C(C)OP(=O)(OCC)CC(=O)OCC (Ethyl (diethylphosphono)acetate). The solvent is CCCCCC (hexane), C1CCOC1 (THF). Conditions: time 30 minute. The product is C1(=CC=C(C=C1)C(=CC(=O)OCC)C1=CC=CC=C1)C1=CC=CC=C1 (ethyl 3-[(1,1′-biphenyl)4-yl]-3-phenyl-2-propenoate). The yield is 68.5%. Reaction SMILES: [H-].[Na+].C(OP([CH2:11][C:12]([O:14][CH2:15][CH3:16])=[O:13])(OCC)=O)C.[C:17]1([C:31]2[CH:36]=[CH:35][CH:34]=[CH:33][CH:32]=2)[CH:22]=[CH:21][C:20]([C:23]([C:25]2[CH:30]=[CH:29][CH:28]=[CH:27][CH:26]=2)=O)=[CH:19][CH:18]=1.Cl>C1COCC1.CCCCCC>[C:17]1([C:31]2[CH:32]=[CH:33][CH:34]=[CH:35][CH:36]=2)[CH:18]=[CH:19][C:20]([C:23]([C:25]2[CH:30]=[CH:29][CH:28]=[CH:27][CH:26]=2)=[CH:11][C:12]([O:14][CH2:15][CH3:16])=[O:13])=[CH:21][CH:22]=1 |f:0.1|. Reported procedure: A dispersion of sodium hydride in a mineral oil (60%) (0.22 mol) was treated with hexane under N2 flow to remove the oil and then dispensed in THF (100 ml) under N2 flow. Ethyl (diethylphosphono)acetate (0.22 mol) was added dropwise. The mixture was stirred for 30 minutes until the gas development has stopped. A mixture of (1,1′-biphenyl)-4-ylphenylmethanone (0.2 mol) in THF (100 ml) was added dropwise at room temperature. The mixture was stirred at room temperature for 1 hour, then stirred and ...